This data is from the Open Reaction Database (ORD), a public repository of structured organic reaction records. The task is: describe an organic reaction: reactants, conditions, products, and yield As a reaction SMILES: [Br:1][C:2]1[CH:7]=[CH:6][C:5]([C:8]2[O:12][N:11]=[C:10]([CH3:13])[C:9]=2[CH:14]=O)=[CH:4][CH:3]=1.[CH3:16][C@H:17]([C:20]1[CH:25]=[CH:24][CH:23]=[CH:22][CH:21]=1)[CH2:18][NH2:19]>>[Br:1][C:2]1[CH:7]=[CH:6][C:5]([C:8]2[O:12][N:11]=[C:10]([CH3:13])[C:9]=2[CH2:14][NH:19][CH2:18][C@@H:17]([C:20]2[CH:25]=[CH:24][CH:23]=[CH:22][CH:21]=2)[CH3:16])=[CH:4][CH:3]=1. Procedure details: Prepared according to the procedure described in Example 21, Step 1, using 5-(4-bromo-phenyl)-3-methyl-isoxazole-4-carbaldehyde and (R)-(+)-β-methylphenethylamine. The product is BrC1=CC=C(C=C1)C1=C(C(=NO1)C)CNC[C@H](C)C1=CC=CC=C1 ([5-(4-Bromo-phenyl)-3-methyl-isoxazol-4-ylmethyl]-((R)-2-phenyl-propyl)-amine). The reactants are BrC1=CC=C(C=C1)C1=C(C(=NO1)C)C=O (5-(4-bromo-phenyl)-3-methyl-isoxazole-4-carbaldehyde), C[C@@H](CN)C1=CC=CC=C1 ((R)-(+)-β-methylphenethylamine). Product: N1(CCCCC1)C(=O)C1=CC=C(C=N1)N (6-(piperidin-1-ylcarbonyl)pyridin-3-amine). Run in C(C)(=O)O (acetic acid). Reported procedure: Crude 5-nitro-2-(piperidin-1-ylcarbonyl)pyridine was reduced by hydrogen under atmospheric pressure in the presence of 10% palladium on carbon (4 g) in acetic acid (500 mL). The catalyst was separated by filtration and the solvent evaporated in vacuum to give crude 6-(piperidin-1-ylcarbonyl)pyridin-3-amine, which was used for the next stage without additional purification. Reagents/catalysts: [Pd] (palladium on carbon). As a reaction SMILES: [N+:1]([C:4]1[CH:5]=[CH:6][C:7]([C:10]([N:12]2[CH2:17][CH2:16][CH2:15][CH2:14][CH2:13]2)=[O:11])=[N:8][CH:9]=1)([O-])=O.[H][H]>[Pd].C(O)(=O)C>[N:12]1([C:10]([C:7]2[N:8]=[CH:9][C:4]([NH2:1])=[CH:5][CH:6]=2)=[O:11])[CH2:17][CH2:16][CH2:15][CH2:14][CH2:13]1. The reactants are [N+](=O)([O-])C=1C=CC(=NC1)C(=O)N1CCCCC1 (5-nitro-2-(piperidin-1-ylcarbonyl)pyridine), [H][H] (hydrogen). Starting materials: C(C1=CC=CC=C1)OC1=CC=C(C=C1)CCO (1-benzyloxy-4-(2-hydroxyethyl)benzene), C1(=CC=C(C=C1)S(=O)(=O)O)C (4-toluenesulfonic acid), O1CCCC=C1 (dihydropyran). Solvent: C(Cl)Cl (CH2Cl2). Run at time 4 hour. The product is C(C1=CC=CC=C1)OC1=CC=C(C=C1)CCOC1OCCCC1 (1-benzyloxy-4-(2-tetrahydropyran-2-yloxyethyl)benzene). Reaction SMILES: [CH2:1]([O:8][C:9]1[CH:14]=[CH:13][C:12]([CH2:15][CH2:16][OH:17])=[CH:11][CH:10]=1)[C:2]1[CH:7]=[CH:6][CH:5]=[CH:4][CH:3]=1.C1(C)C=CC(S(O)(=O)=O)=CC=1.[O:29]1[CH:34]=[CH:33][CH2:32][CH2:31][CH2:30]1>C(Cl)Cl>[CH2:1]([O:8][C:9]1[CH:10]=[CH:11][C:12]([CH2:15][CH2:16][O:17][CH:30]2[CH2:31][CH2:32][CH2:33][CH2:34][O:29]2)=[CH:13][CH:14]=1)[C:2]1[CH:3]=[CH:4][CH:5]=[CH:6][CH:7]=1. Procedure: To a solution of 1-benzyloxy-4-(2-hydroxyethyl)benzene (7, 20 g, 87.7 mmoles) in CH2Cl2 (175 mL) was added 4-toluenesulfonic acid (TsOH, 0.17 g, 0.9 mmoles) and dihydropyran (9.9 mL dropwise, 108 mmoles). The mixture was stirred for 4 h and the solvent evaporated under reduced pressure to yield 28 g of crude product. This was purified by flash chromatography (solvent=70:30 ethyl acetate:heptane). The pure fractions were pooled and the solvent evaporated to give 1-benzyloxy-4-(2-tetrahydropyran-2... The reactants are ClC=1C=CC=2N(N1)C(=CN2)C2=CC=C(C=C2)N(C)C ([4-(6-chloro-imidazo[1,2-b]pyridazine-3-yl)-phenyl]-dimethylamine), C(C)O (ethanol), [OH-].[NH4+] (ammonium hydroxide). Reaction conditions: temperature 100 celsius. Yields the product ClC1=C(C=C(N=N1)N)C (6-chloro-5-methylpyridazin-3-amine). The yield is 72.7%. As a reaction SMILES: [Cl:1][C:2]1[CH:3]=[CH:4][C:5]2[N:6](C(C3C=CC(N(C)C)=CC=3)=C[N:10]=2)[N:7]=1.[OH-].[NH4+].[CH2:22](O)C>>[Cl:1][C:2]1[N:7]=[N:6][C:5]([NH2:10])=[CH:4][C:3]=1[CH3:22] |f:1.2|. Procedure: 3,6-dichloro-4-methylpyridazine 6 (1 g) was dissolved in 5 mL of ethanol and was added ammonium hydroxide (10 mL). The resulting reaction mixture was sealed in a pressure bottle and heated to 100° C. for 48 hours. The reaction mixture is cooled and the solvents were evaporated and purified by CombiFlash Companion using Hexane/DCM 40:60 solvent system (4 g normal phase RediSep Flash column with run time min at flow 18 mL/min) gave 0.640 g (72.7%) of 7 as yellow solid). The reactants are C(C)(=O)SCCCCCCCCC(CC(=O)OC)=C(CC(=O)OC)CCCCCCCCSC(C)=O (Dimethyl 3,4-bis(8-(acetylthio)octyl)hex-3-enedioate), C1CCOC1 (THF), CC(C)C[AlH]CC(C)C (DIBAl-H), solution. Solvent: C1(=CC=CC=C1)C (toluene). Conditions: time 2 hour. Yields the product SCCCCCCCC/C(/CCO)=C(/CCO)\CCCCCCCCS ((Z)-3,4-bis(8-mercaptooctyl)hex-3-ene-1,6-diol). The yield is 56.9%. RXN SMILES: C([S:4][CH2:5][CH2:6][CH2:7][CH2:8][CH2:9][CH2:10][CH2:11][CH2:12][C:13](=[C:19]([CH2:25][CH2:26][CH2:27][CH2:28][CH2:29][CH2:30][CH2:31][CH2:32][S:33]C(=O)C)[CH2:20][C:21](OC)=[O:22])[CH2:14][C:15](OC)=[O:16])(=O)C.C1COCC1.CC(C[AlH]CC(C)C)C>C1(C)C=CC=CC=1>[SH:4][CH2:5][CH2:6][CH2:7][CH2:8][CH2:9][CH2:10][CH2:11][CH2:12]/[C:13](=[C:19](\[CH2:25][CH2:26][CH2:27][CH2:28][CH2:29][CH2:30][CH2:31][CH2:32][SH:33])/[CH2:20][CH2:21][OH:22])/[CH2:14][CH2:15][OH:16]. Reported procedure: To a flamed-dried 20 mL vial fitted with a screw-cap septa was added Dimethyl 3,4-bis(8-(acetylthio)octyl)hex-3-enedioate (1 equiv, 0.36 mmol, 196 mg) and THF (4.5 mL). DIBAl-H (12 equiv, 4.3 mmol, 2.9 mL of a nominally 1.5 M solution in toluene) was added dropwise at rt. The reaction was stirred at rt for 2 h and quenched by the careful addition of 2N HCl (3 mL). The solution was transferred to a sepratory funnel and diluted with sat. aq. NH4Cl (15 mL) and Et2O (15 mL). The layers were separate... Reactants: C([O-])(O)=O.[Na+] (sodium bicarbonate), BrC=1C=CC(=NC1)C(F)F (5-bromo-2-(difluoromethyl)pyridine), P(=O)([O-])([O-])[O-].[K+].[K+].[K+] (potassium phosphate), Cl.CNOC (N,O-dimethylhydroxylamine hydrochloride), C1(=CC=CC=C1)P(C1=CC=CC=2C(C3=CC=CC(=C3OC12)P(C1=CC=CC=C1)C1=CC=CC=C1)(C)C)C1=CC=CC=C1 (4,5-bis(diphenylphosphino)-9,9-dimethylxanthene). Reagents/catalysts: C(C)(=O)[O-].[Pd+2].C(C)(=O)[O-] (palladium(II) acetate). The solvent is C1(=CC(=CC=C1)C)C (m-xylene). Run at temperature 100 celsius, time 16 hour. Product: FC(C1=CC=C(C=N1)C(=O)N(C)OC)F (6-(Difluoromethyl)-N-methoxy-N-methyl-pyridine-3-carboxamide). Yield: 48.0%. As a reaction SMILES: Br[C:2]1[CH:3]=[CH:4][C:5]([CH:8]([F:10])[F:9])=[N:6][CH:7]=1.Cl.[CH3:12][NH:13]OC.C1(P(C2C=CC=CC=2)C2[C:36]3[O:35]C4C(=CC=CC=4P(C4C=CC=CC=4)C4C=CC=CC=4)C(C)(C)C=3C=CC=2)C=CC=CC=1.P([O-])([O-])([O-])=O.[K+].[K+].[K+].[C:66](=[O:69])(O)[O-].[Na+]>C1(C)C=CC=C(C)C=1.C([O-])(=O)C.[Pd+2].C([O-])(=O)C>[F:9][CH:8]([F:10])[C:5]1[N:6]=[CH:7][C:2]([C:66]([N:13]([O:35][CH3:36])[CH3:12])=[O:69])=[CH:3][CH:4]=1 |f:1.2,4.5.6.7,8.9,11.12.13|. Procedure: Combine 5-bromo-2-(difluoromethyl)pyridine (5.00 g, 24.03 mmol), N,O-dimethylhydroxylamine hydrochloride (3.52 g, 36.09 mmol), palladium(II) acetate (0.162 g, 0.722 mmol), 4,5-bis(diphenylphosphino)-9,9-dimethylxanthene (0.695 g, 1.201 mmol), and potassium phosphate (tribasic) (15.3 g, 72.07 mmol) in m-xylene (50 mL). Purge the reaction vessel with carbon monoxide gas. Heat the solution to 100° C., and stir under an atmosphere of carbon monoxide for 16 hours. Safely purge the vessel in a well-ve... The reactants are BOC-Aha-N-succinimidyl ester, N1[C@@H](CCCNC(N)=N)C(=O)NCC(=O)N[C@@H](CC(O)=O)C(=O)N[C@H](CC2=CC=CC=C2)C(=O)N[C@@H](CCCCN)C1=O (cyclo-(Arg-Gly-Asp-D-Phe-Lys)), C(=O)(O)[O-].[Na+] (NaHCO3). Run in C1CCOC1 (THF). Run at time 4 hour. Yields the product N[C@@H](CCCNC(N)=N)C(=O)NCC(=O)N[C@@H](CC(O)=O)C(=O)N[C@H](CC1=CC=CC=C1)C(=O)N[C@@H](CCCCN)C(=O)O (Arg-Gly-Asp-D-Phe-Lys). RXN SMILES: [NH:1]1[C:42](=[O:43])[C@H:36]([CH2:37][CH2:38][CH2:39][CH2:40][NH2:41])[NH:35][C:33](=[O:34])[C@@H:25]([CH2:26][C:27]2[CH:32]=[CH:31][CH:30]=[CH:29][CH:28]=2)[NH:24][C:22](=[O:23])[C@H:17]([CH2:18][C:19](=[O:21])[OH:20])[NH:16][C:14](=[O:15])[CH2:13][NH:12][C:10](=[O:11])[C@@H:2]1[CH2:3][CH2:4][CH2:5][NH:6][C:7](=[NH:9])[NH2:8].C([O-])(O)=[O:45].[Na+]>C1COCC1>[NH2:1][C@H:2]([C:10]([NH:12][CH2:13][C:14]([NH:16][C@H:17]([C:22]([NH:24][C@@H:25]([C:33]([NH:35][C@H:36]([C:42]([OH:45])=[O:43])[CH2:37][CH2:38][CH2:39][CH2:40][NH2:41])=[O:34])[CH2:26][C:27]1[CH:32]=[CH:31][CH:30]=[CH:29][CH:28]=1)=[O:23])[CH2:18][C:19](=[O:21])[OH:20])=[O:15])=[O:11])[CH2:3][CH2:4][CH2:5][NH:6][C:7](=[NH:9])[NH2:8] |f:1.2|. Procedure details: 6 g of BOC-Aha-N-succinimidyl ester are added to a solution of 3.05 g of cyclo-(Arg-Gly-Asp-D-Phe-Lys)(SEQ ID NO: 176) in 40 ml of 5% aqueous NaHCO3 and 40 ml of THF. The mixture is stirred for 4 hours and worked-up in the customary manner, affording cyclo-(Arg-Gly-Asp-D-Phe-Lys (BOC-Aha))(SEQ ID NO: 13); RT [C] 27.7; FAB 817. After the BOC group has been eliminated in HCl/dioxane, cyclo-(Arg-Gly-Asp-D-Phe-Lys(Nε-Aha)(SEQ ID NO: 14)×2 TFA; RT [C] 14.76; FAB 717 is obtained after the customary wo... Reactants: CN(C)c1ccccc1, CC(C)c1cccc(C(C)C)c1O, O=C(Cl)Cl, c1ccccc1. Product: CC(C)c1cccc(C(C)C)c1OC(=O)Cl. As a reaction SMILES: [CH3:18][N:19]([c:20]1[cH:21][cH:22][cH:23][cH:24][cH:25]1)[CH3:26].[CH:1]([CH3:2])([CH3:3])[c:4]1[c:5]([OH:13])[c:6]([CH:10]([CH3:11])[CH3:12])[cH:7][cH:8][cH:9]1.[Cl:14][C:15]([Cl:16])=[O:17].[cH:27]1[cH:28][cH:29][cH:30][cH:31][cH:32]1>>[CH:1]([CH3:2])([CH3:3])[c:4]1[c:5]([O:13][C:15]([Cl:14])=[O:17])[c:6]([CH:10]([CH3:11])[CH3:12])[cH:7][cH:8][cH:9]1. Reactants: Cl, FC(F)(F)C1CCNCC1, CNc1c([N+](=O)[O-])cc(F)c(F)c1F, [K+], [K+], N, O=C([O-])[O-], CN(C)C=O. The product is CNc1c([N+](=O)[O-])cc(F)c(N2CCC(C(F)(F)F)CC2)c1F. Reaction SMILES: [ClH:15].[F:16][C:17]([CH:18]1[CH2:19][CH2:20][NH:21][CH2:22][CH2:23]1)([F:24])[F:25].[F:1][c:2]1[c:3]([NH:4][CH3:5])[c:6]([N+:12](=[O:13])[O-:14])[cH:7][c:8]([F:11])[c:9]1[F:10].[K+:26].[K+:27].[NH3:32].[O-:28][C:29]([O-:30])=[O:31].[O:33]=[CH:34][N:35]([CH3:36])[CH3:37]>>[F:1][c:2]1[c:3]([NH:4][CH3:5])[c:6]([N+:12](=[O:13])[O-:14])[cH:7][c:8]([F:11])[c:9]1[N:21]1[CH2:20][CH2:19][CH:18]([C:17]([F:16])([F:24])[F:25])[CH2:23][CH2:22]1.